describe an organic reaction: reactants, conditions, products, and yield From a dataset of the Open Reaction Database (ORD), a public repository of structured organic reaction records. The reactants are CSC1=NC2(CC(c3cccc(Cl)c3)Oc3ccc(Br)cc32)C(=O)N1C, CCO, N. The product is CN1C(=O)C2(CC(c3cccc(Cl)c3)Oc3ccc(Br)cc32)N=C1N. RXN SMILES: [Br:1][c:2]1[cH:3][c:4]2[c:9]([cH:10][cH:11]1)[O:8][CH:7]([c:12]1[cH:13][c:14]([Cl:18])[cH:15][cH:16][cH:17]1)[CH2:6][C:5]21[N:19]=[C:20]([S:25][CH3:26])[N:21]([CH3:24])[C:22]1=[O:23].[CH3:28][CH2:29][OH:30].[NH3:27]>>[Br:1][c:2]1[cH:3][c:4]2[c:9]([cH:10][cH:11]1)[O:8][CH:7]([c:12]1[cH:13][c:14]([Cl:18])[cH:15][cH:16][cH:17]1)[CH2:6][C:5]21[N:19]=[C:20]([NH2:27])[N:21]([CH3:24])[C:22]1=[O:23]. Reactants: N[C@@H]1CN(C[C@@H]1C)C1=C2CCN(N3C2=C(C=C1F)C(C(=C3)C(=O)O)=O)C (4-(cis (-) 3-Amino-4-methylpyrrolidin-1-yl)-5-fluoro -2,3-dihydro-1-methyl-7-oxo-1H,7H-pyrido[3,2,1-ij]cinnoline-8-carboxylic acid), O.C1(=CC=C(C=C1)S(=O)(=O)O)C (p-toluenesufonic acid hydrate). Run in C(Cl)(Cl)Cl (chloroform), CO (methanol), CO (methanol). Conditions: time 40 minute. Yields the product S(=O)(=O)(O)C1=CC=C(C)C=C1.N[C@@H]1CN(C[C@@H]1C)C1=C2CCN(N3C2=C(C=C1F)C(C(=C3)C(=O)O)=O)C (4-(cis (-) 3-Amino-4-methylpyrrolidin-1-yl)-5-fluoro -2,3-dihydro-1-methyl-7-oxo-1H,7H-pyrido[3,2,1-ij]cinnoline-8-carboxylic acid Tosylate). Isolated yield 95.6%. As a reaction SMILES: [NH2:1][C@H:2]1[C@@H:6]([CH3:7])[CH2:5][N:4]([C:8]2[C:17]([F:18])=[CH:16][C:15]3[C:19](=[O:25])[C:20]([C:22]([OH:24])=[O:23])=[CH:21][N:13]4[C:14]=3[C:9]=2[CH2:10][CH2:11][N:12]4[CH3:26])[CH2:3]1.O.[C:28]1([CH3:38])[CH:33]=[CH:32][C:31]([S:34]([OH:37])(=[O:36])=[O:35])=[CH:30][CH:29]=1>C(Cl)(Cl)Cl.CO>[S:34]([C:31]1[CH:32]=[CH:33][C:28]([CH3:38])=[CH:29][CH:30]=1)([OH:37])(=[O:36])=[O:35].[NH2:1][C@H:2]1[C@@H:6]([CH3:7])[CH2:5][N:4]([C:8]2[C:17]([F:18])=[CH:16][C:15]3[C:19](=[O:25])[C:20]([C:22]([OH:24])=[O:23])=[CH:21][N:13]4[C:14]=3[C:9]=2[CH2:10][CH2:11][N:12]4[CH3:26])[CH2:3]1 |f:1.2,5.6|. Reported procedure: 3.2 g of the compound (30) obtained in Example 5 (1) was dissolved in 110 ml of chloroform and 110 ml of methanol, and then 40 ml of methanol solution containing 6.37 g of p-toluenesufonic acid hydrate was added to the solution. The solution was stirred at room temperature for 40 minutes. The solvent was removed by distillation, and the crystal was dispersed in ethanol. The crystal was filtered off and washed successively with ethanol and ether to obtain 4.52 g of crude crystal. The crystal was ... The reactants are BrC=1C=C(C(=[N+](C1)[O-])C(=O)OCC)Cl (ethyl 5-bromo-3-chloro-1-oxido-pyridin-1-ium-2-carboxylate), FC(C(=O)OC(C(F)(F)F)=O)(F)F (trifluoroacetic anhydride). The solvent is CN(C=O)C (dimethylformamide). Reaction conditions: temperature 50 celsius, time 1 hour. Yields the product BrC1=CC(=C(NC1=O)C(=O)OCC)Cl (ethyl 5-bromo-3-chloro-6-oxo-1H-pyridine-2-carboxylate). RXN SMILES: [Br:1][C:2]1[CH:3]=[C:4]([Cl:14])[C:5]([C:9]([O:11][CH2:12][CH3:13])=[O:10])=[N+:6]([O-])[CH:7]=1.FC(F)(F)C(OC(=O)C(F)(F)F)=[O:18]>CN(C)C=O>[Br:1][C:2]1[C:7](=[O:18])[NH:6][C:5]([C:9]([O:11][CH2:12][CH3:13])=[O:10])=[C:4]([Cl:14])[CH:3]=1. Procedure: To a stirred solution of ethyl 5-bromo-3-chloro-1-oxido-pyridin-1-ium-2-carboxylate (3, 150 g, 534.8 mmol) in dimethylformamide (900 mL) at 0° C. was added trifluoroacetic anhydride (224.63 g, 1.07 mmol). The temperature of the reaction mixture was raised to 50° C. and stirring was continued for 1 h. After the oxidation was complete, the reaction mass was quenched with a saturated aqueous sodium bicarbonate solution and product was extracted with dichloromethane (2×100 mL). The organic layers we... The reactants are N(=[N+]=[N-])C1=NC(=CC=C1)Cl (2-Azido-6-chloropyridine), C[Si](C)(C)C#C (trimethylsilylacetylene), O=C1C(O)=C([O-])[C@H](O1)[C@@H](O)CO.[Na+] (sodium ascorbate). The solvent is O (water), O (water), CC(C)(C)O (t-BuOH), C(=O)(O)[O-].[Na+] (NaHCO3), O (water). Run at time 8 hour. Yields the product ClC1=NC(=CC=C1)N1N=NC(=C1)[Si](C)(C)C (2-Chloro-6-[4-(trimethylsilyl)-1H-1,2,3-triazol-1-yl]pyridine). RXN SMILES: [N:1]([C:4]1[CH:9]=[CH:8][CH:7]=[C:6]([Cl:10])[N:5]=1)=[N+:2]=[N-:3].[CH3:11][Si:12]([C:15]#[CH:16])([CH3:14])[CH3:13].O=C1O[C@H]([C@H](CO)O)C([O-])=C1O.[Na+]>CC(O)(C)C.O.C([O-])(O)=O.[Na+]>[Cl:10][C:6]1[CH:7]=[CH:8][CH:9]=[C:4]([N:1]2[CH:16]=[C:15]([Si:12]([CH3:14])([CH3:13])[CH3:11])[N:3]=[N:2]2)[N:5]=1 |f:2.3,6.7|. Reported procedure: 2-Azido-6-chloropyridine (500 mg, 3.24 mmol) and trimethylsilylacetylene (545 μL, 3.88 mmol) were combined in t-BuOH (5.0 mL) and water (3.0 mL) CuSO4.5H2O (40 mg, 0.16 mmol) in water (1.0 mL) was added, followed by sodium ascorbate (128 mg, 0.65 mmol) in water (1.0 mL). The reaction was stirred at room temperature overnight, diluted with saturated NaHCO3, and extracted with EtOAc (2×). The combined organic layers were washed with brine, dried (MgSO4), and evaporated to a crude residue that was ...